This data is from the Open Reaction Database (ORD), a public repository of structured organic reaction records. The task is: describe an organic reaction: reactants, conditions, products, and yield Isolated yield 22.3%. The solvent is C(C)(=O)OCC (ethyl acetate), O (water), C1CCOC1 (THF). Conditions: time 2 hour. As a reaction SMILES: [NH:1]1[C:9]2[C:4](=[CH:5][CH:6]=[CH:7][CH:8]=2)[C:3](/[CH:10]=[CH:11]/[C:12]2[CH:20]=[CH:19][CH:18]=[CH:17][C:13]=2[C:14]([OH:16])=O)=[N:2]1.CN1CCOCC1.[NH2:28][C:29]1[S:30][CH:31]=[CH:32][N:33]=1.C(Cl)CCl.O.ON1C2C=CC=CC=2N=N1>C1COCC1.C(OCC)(=O)C.O>[NH:1]1[C:9]2[C:4](=[CH:5][CH:6]=[CH:7][CH:8]=2)[C:3](/[CH:10]=[CH:11]/[C:12]2[CH:20]=[CH:19][CH:18]=[CH:17][C:13]=2[C:14]([NH:28][C:29]2[S:30][CH:31]=[CH:32][N:33]=2)=[O:16])=[N:2]1 |f:4.5|. Starting materials: N1N=C(C2=CC=CC=C12)/C=C/C1=C(C(=O)O)C=CC=C1 ((E)-2-[2-(1H-indazol-3-yl)vinyl]benzoic acid), CN1CCOCC1 (4-methylmorpholine), NC=1SC=CN1 (2-aminothiazole), C(CCl)Cl (EDC), O.ON1N=NC2=C1C=CC=C2 (1-hydroxybenzotriazole monohydrate). Yields the product N1N=C(C2=CC=CC=C12)/C=C/C1=C(C(=O)NC=2SC=CN2)C=CC=C1 ((E)-2-[2-(1H-indazol-3-yl)vinyl]-N-(thiazol-2-yl)benzamide). Procedure: A solution of (E)-2-[2-(1H-indazol-3-yl)vinyl]benzoic acid (30 mg, 0.11 mmol) obtained in Step 1 of Example 47 in THF (0.50 mL), was sequentially added with 4-methylmorpholine (25 μL, 0.23 mmol), 2-aminothiazole (17 mg, 0.17 mmol), EDC (31 mg, 0.16 mmol) and 1-hydroxybenzotriazole monohydrate (20 mg, 0.15 mmol), followed by stirring at room temperature for 2.0 hours. The reaction mixture was added with water and ethyl acetate to separate the mixture into organic layer and aqueous layer and the o... Reactants: BrC=C(C)C1=CC=NC=C1 (4-(1-Bromoprop-1-en-2-yl)pyridine), N1[C@H](C(=O)O)CCC1 (L-proline), CN1CC2=C(NC=3C=CC(=CC23)C)CC1C (2,3,8-Trimethyl-2,3,4,5-tetrahydro-1H-pyrido[4,3-b]indole), P(=O)([O-])([O-])[O-].[K+].[K+].[K+] (potassium phosphate). The reagents and catalysts are [Cu]I (Copper (I) iodide). Run in CN(C)C=O (DMF), CN(C)C=O (DMF). Reaction conditions: temperature 140 celsius. Product: CN1CC2=C(N(C=3C=CC(=CC23)C)\C=C(/C)\C2=CC=NC=C2)CC1C ((E)-2,3,8-trimethyl-5-(2-(pyridin-4-yl)prop-1-enyl)-2,3,4,5-tetrahydro-1H-pyrido[4,3-b]indole). As a reaction SMILES: [CH3:1][N:2]1[CH:15]([CH3:16])[CH2:14][C:5]2[NH:6][C:7]3[CH:8]=[CH:9][C:10]([CH3:13])=[CH:11][C:12]=3[C:4]=2[CH2:3]1.P([O-])([O-])([O-])=O.[K+].[K+].[K+].N1CCC[C@H]1C(O)=O.Br[CH:34]=[C:35]([C:37]1[CH:42]=[CH:41][N:40]=[CH:39][CH:38]=1)[CH3:36]>CN(C=O)C.[Cu]I>[CH3:1][N:2]1[CH:15]([CH3:16])[CH2:14][C:5]2[N:6](/[CH:34]=[C:35](/[C:37]3[CH:42]=[CH:41][N:40]=[CH:39][CH:38]=3)\[CH3:36])[C:7]3[CH:8]=[CH:9][C:10]([CH3:13])=[CH:11][C:12]=3[C:4]=2[CH2:3]1 |f:1.2.3.4|. Procedure: 2,3,8-Trimethyl-2,3,4,5-tetrahydro-1H-pyrido[4,3-b]indole (107 mg, 0.5 mmol), and potassium phosphate (414 mg, 2 mmol) were mixed in DMF and the suspension was purged with nitrogen. The suspension was heated at 140° C. for 10 min. Copper (I) iodide (9.5 mg, 0.05 mmol) and L-proline (11.5 mg, 0.1 mmol) were added followed by a solution of 4-(1-Bromoprop-1-en-2-yl)pyridine (107.83 mg, 0.55 mmol) in DMF. The contents were purged with nitrogen and heated overnight at 140° C. The contents were cooled... Starting materials: BrCC1=C(C=C(C=C1)OCC)[N+](=O)[O-] (1-(bromomethyl)-4-ethoxy-2-nitrobenzene), C[N+]1(CCOCC1)[O-] (4-methylmorpholine N-oxide), 4A. Run in C(C)#N (acetonitrile). Run at time 1 hour. The product is C(C)OC1=CC(=C(C=O)C=C1)[N+](=O)[O-] (4-ethoxy-2-nitrobenzaldehyde). Yield: 66.6%. Reaction SMILES: Br[CH2:2][C:3]1[CH:8]=[CH:7][C:6]([O:9][CH2:10][CH3:11])=[CH:5][C:4]=1[N+:12]([O-:14])=[O:13].C[N+]1([O-])CC[O:19]CC1>C(#N)C>[CH2:10]([O:9][C:6]1[CH:7]=[CH:8][C:3]([CH:2]=[O:19])=[C:4]([N+:12]([O-:14])=[O:13])[CH:5]=1)[CH3:11]. Procedure: A mixture of 1-(bromomethyl)-4-ethoxy-2-nitrobenzene (11.3 g), 4-methylmorpholine N-oxide (10.1 g), molecular sieves 4A (11 g) and acetonitrile (220 ml) was stirred under an argon atmosphere at room temperature for 1 hr. The reaction mixture was filtered through celite, and the solvent of the filtrate was evaporated under reduced pressure. The residue was diluted with ethyl acetate, and the mixture was washed twice with water. The separated aqueous layer was extracted again with ethyl acetate. T... Starting materials: ClCCCC(CCCCC(F)(F)F)OC(C)=O (1-chloro-4-acetoxy-9,9,9-trifluorononane), product, C(C)(=O)OC(CCCN(S(=O)(=O)C)CCCCCCC(=O)OCC)CCCCC(F)(F)F (ethyl 7-[N-(4-acetoxy-9,9,9-trifluorononyl)methanesulfonamido]heptanoate). The product is O[C@@H](C#CCN(S(=O)(=O)C)CCCCCCC(=O)O)CCCCC (7-[N-(4(R)-hydroxy-2-nonynyl)methanesulfonamido]heptanoic acid). As a reaction SMILES: ClCCCC(OC(=O)C)CCCCC(F)(F)F.C([O:21][CH:22]([CH2:42][CH2:43][CH2:44][CH2:45][C:46](F)(F)F)[CH2:23][CH2:24][CH2:25][N:26]([CH2:31][CH2:32][CH2:33][CH2:34][CH2:35][CH2:36][C:37]([O:39]CC)=[O:38])[S:27]([CH3:30])(=[O:29])=[O:28])(=O)C>>[OH:21][C@H:22]([CH2:42][CH2:43][CH2:44][CH2:45][CH3:46])[C:23]#[C:24][CH2:25][N:26]([CH2:31][CH2:32][CH2:33][CH2:34][CH2:35][CH2:36][C:37]([OH:39])=[O:38])[S:27]([CH3:30])(=[O:28])=[O:29]. Procedure: The synthesis of this compound is carried out as described in Example 1, except that, in Step A, the 1-chloro-4-acetoxy-9,9,9-trifluorononane (Example E). The product of Step A is thus ethyl 7-[N-(4-acetoxy-9,9,9-trifluorononyl)methanesulfonamido]heptanoate. The subsequent step yields 7-[N-(4-hydroxy-9,9,9-trifluorononyl)methanesulfonamido]heptanoic acid (B). Starting materials: C1(=CC=CC=C1)C (toluene), CC1=NC(=NC(=C1)C)OC(C(=O)OC)C(C)(C)C (methyl 2-(4,6-dimethylpyrimidin-2-yl)oxy3,3-dimethylbutyrate), aqueous solution, [OH-].[K+] (potassium hydroxide), C(C(=O)O)(=O)O (oxalic acid). The solvent is O (water), CO (methanol). Conditions: time 12 hour. The product is CC1=NC(=NC(=C1)C)OC(C(=O)O)C(C)(C)C (2-(4,6-dimethylpyrimidin-2-yl)oxy-3,3dimethylbutyric acid). Yield: 84.7%. Reaction SMILES: [CH3:1][C:2]1[CH:7]=[C:6]([CH3:8])[N:5]=[C:4]([O:9][CH:10]([C:15]([CH3:18])([CH3:17])[CH3:16])[C:11]([O:13]C)=[O:12])[N:3]=1.[OH-].[K+].C1(C)C=CC=CC=1.C(O)(=O)C(O)=O>CO.O>[CH3:1][C:2]1[CH:7]=[C:6]([CH3:8])[N:5]=[C:4]([O:9][CH:10]([C:15]([CH3:18])([CH3:17])[CH3:16])[C:11]([OH:13])=[O:12])[N:3]=1 |f:1.2|. Reported procedure: 1.5 g of methyl 2-(4,6-dimethylpyrimidin-2-yl)oxy3,3-dimethylbutyrate was dissolved in 10 ml of methanol, and 10 ml of an aqueous solution containing 0.5 g of potassium hydroxide was added thereto. The mixture was stirred at room temperature for 12 hours and then shaked with 210 ml of toluene and 30 ml of water in a separatory funnel. The aqueous layer was acidified with an oxalic acid aqueous solution and extracted with 100 ml of ethyl ether. The organic layer was dried over anhydrous sodium su... The reactants are C(C1=CC=CC=C1)OC1=CC(=C(C(=O)O)C=C1)CC(=O)O (4-(benzyloxy)-2-(carboxymethyl)benzoic acid). Solvent: C(C)(=O)Cl (acetyl chloride). Yields the product C(C1=CC=CC=C1)OC=1C=C2CC(OC(C2=CC1)=O)=O (6-(benzyloxy)-1H-isochromene-1,3(4H)-dione). Isolated yield 100.0%. As a reaction SMILES: [CH2:1]([O:8][C:9]1[CH:17]=[CH:16][C:12]([C:13]([OH:15])=O)=[C:11]([CH2:18][C:19]([OH:21])=[O:20])[CH:10]=1)[C:2]1[CH:7]=[CH:6][CH:5]=[CH:4][CH:3]=1>C(Cl)(=O)C>[CH2:1]([O:8][C:9]1[CH:10]=[C:11]2[C:12](=[CH:16][CH:17]=1)[C:13](=[O:15])[O:21][C:19](=[O:20])[CH2:18]2)[C:2]1[CH:3]=[CH:4][CH:5]=[CH:6][CH:7]=1. Procedure: A mixture of 8 g of 4-(benzyloxy)-2-(carboxymethyl)benzoic acid and 30 ml of acetyl chloride was heated under reflux for 3 hours. The reaction solution was concentrated under reduced pressure, added with ether, and collected by filtration to obtain 7.50 g of 6-(benzyloxy)-1H-isochromene-1,3(4H)-dione as a dark brown solid. Reactants: CCCCOc1nc(N)c2nc(OC)n(CC3CCOCC3)c2n1, C1COCCO1, CO, Cl, [Na+], [OH-], O. The product is CCCCOc1nc(N)c2[nH]c(=O)n(CC3CCOCC3)c2n1. Reaction SMILES: [CH2:1]([CH2:2][CH2:3][CH3:4])[O:5][c:6]1[n:7][c:8]([NH2:24])[c:9]2[n:10][c:11]([O:22][CH3:23])[n:12]([CH2:15][CH:16]3[CH2:17][CH2:18][O:19][CH2:20][CH2:21]3)[c:13]2[n:14]1.[CH2:30]1[O:31][CH2:32][CH2:33][O:34][CH2:35]1.[CH3:28][OH:29].[ClH:25].[Na+:27].[OH-:26].[OH2:36]>>[CH2:1]([CH2:2][CH2:3][CH3:4])[O:5][c:6]1[n:7][c:8]([NH2:24])[c:9]2[nH:10][c:11](=[O:22])[n:12]([CH2:15][CH:16]3[CH2:17][CH2:18][O:19][CH2:20][CH2:21]3)[c:13]2[n:14]1. Reactants: CC=1C=CC(=CC1NC=2N=CC=C(N2)C=3C=CC=NC3)NC(=O)C=4C=CC(=CC4)CN5CCN(CC5)C (Imatinib), C(C(C)(C)C)(=O)OCI (iodomethyl pivalate). Run in C(Cl)Cl (DCM). Yields the product [I-].[I-].C[N+]1(CCN(CC1)CC1=CC=C(C=C1)C(NC1=CC(=C(C=C1)C)NC1=NC=CC(=N1)C=1C=[N+](C=CC1)COC(C(C)(C)C)=O)=O)COC(C(C)(C)C)=O (1-methyl-4-(4-((4-methyl-3-((4-(1-((pivaloyloxy)methyl)pyridin-1-ium-3-yl)pyrimidin-2-yl)amino)phenyl)carbamoyl)benzyl)-1-((pivaloyloxy)methyl)piperazin-1-ium diiodide). Yield: 25.0%. RXN SMILES: [CH3:1][C:2]1[CH:3]=[CH:4][C:5]([NH:21][C:22]([C:24]2[CH:25]=[CH:26][C:27]([CH2:30][N:31]3[CH2:36][CH2:35][N:34]([CH3:37])[CH2:33][CH2:32]3)=[CH:28][CH:29]=2)=[O:23])=[CH:6][C:7]=1[NH:8][C:9]1[N:10]=[CH:11][CH:12]=[C:13]([C:15]2[CH:16]=[CH:17][CH:18]=[N:19][CH:20]=2)[N:14]=1.[C:38]([O:44][CH2:45][I:46])(=[O:43])[C:39]([CH3:42])([CH3:41])[CH3:40]>C(Cl)Cl>[I-:46].[I-:46].[CH3:37][N+:34]1([CH2:45][O:44][C:38](=[O:43])[C:39]([CH3:42])([CH3:41])[CH3:40])[CH2:33][CH2:32][N:31]([CH2:30][C:27]2[CH:28]=[CH:29][C:24]([C:22](=[O:23])[NH:21][C:5]3[CH:4]=[CH:3][C:2]([CH3:1])=[C:7]([NH:8][C:9]4[N:14]=[C:13]([C:15]5[CH:20]=[N+:19]([CH2:45][O:44][C:38](=[O:43])[C:39]([CH3:42])([CH3:41])[CH3:40])[CH:18]=[CH:17][CH:16]=5)[CH:12]=[CH:11][N:10]=4)[CH:6]=3)=[CH:25][CH:26]=2)[CH2:36][CH2:35]1 |f:3.4.5|. Procedure details: Imatinib [148] (0.100 g, 0.2 mmol, 1 eq) was dissolved in DCM (10 ml) in a 25 ml two-necked round bottomed flask and iodomethyl pivalate [40] (0.185 g, 0.77 mmol, 3.8 eq) was added while stirring at RT. After 48 h stirring, the precipitate formed was filtered under vacuum and washed with DCM to give the product, 1-methyl-4-(4-((4-methyl-3-((4-(1-((pivaloyloxy)methyl)pyridin-1-ium-3-yl)pyrimidin-2-yl)amino)phenyl)carbamoyl)benzyl)-1-((pivaloyloxy)methyl)piperazin-1-ium diiodide [42], as a yellow ... Starting materials: [Cl-].C1(CC1)C[NH2+]CCCl (N-cyclopropylmethyl-N-(2-chloroethyl)ammonium chloride), ClC=1C=C(C=CC1Cl)N=C=S (3,4-dichlorophenyl isothiocyanate). Yields the product ClC=1C=C(C=CC1Cl)N=C1SCCN1CC1CC1 (2-(3,4-dichlorophenylimino)-3-(cyclopropylmethyl)-1,3-thiazolidine). As a reaction SMILES: [Cl-].[CH:2]1([CH2:5][NH2+:6][CH2:7][CH2:8]Cl)[CH2:4][CH2:3]1.[Cl:10][C:11]1[CH:12]=[C:13]([N:18]=[C:19]=[S:20])[CH:14]=[CH:15][C:16]=1[Cl:17]>>[Cl:10][C:11]1[CH:12]=[C:13]([N:18]=[C:19]2[N:6]([CH2:5][CH:2]3[CH2:3][CH2:4]3)[CH2:7][CH2:8][S:20]2)[CH:14]=[CH:15][C:16]=1[Cl:17] |f:0.1|. Procedure: 2-Hydroxyethylamine was reacted with cyclopropylmethyl bromide according to Method B2a to give N-cyclopropylmethyl-N-(2-hydroxyethyl)amine. The alcohol was reacted with SOCl2 according to Method B7c to give N-cyclopropylmethyl-N-(2-chloroethyl)ammonium chloride. The chloroethylamine was reacted with 3,4-dichlorophenyl isothiocyanate to give 2-(3,4-dichlorophenylimino)-3-(cyclopropylmethyl)-1,3-thiazolidine. The reactants are Cl.ClC=1C=NC(NC1)=O (5-chloropyrimidin-2-one hydrochloride), [N+](=O)([O-])C1=CC=C(C=C1)SCCl (4-nitro-1-(chloromethylthio)benzene). The product is [N+](=O)([O-])C1=CC=C(C=C1)SCN1C(N=CC(=C1)Cl)=O (1-(4-Nitrophenylsulfenyl)methyl-5-chloropyrimidin-2-one). RXN SMILES: Cl.[Cl:2][C:3]1[CH:4]=[N:5][C:6](=[O:9])[NH:7][CH:8]=1.[N+:10]([C:13]1[CH:18]=[CH:17][C:16]([S:19][CH2:20]Cl)=[CH:15][CH:14]=1)([O-:12])=[O:11]>>[N+:10]([C:13]1[CH:18]=[CH:17][C:16]([S:19][CH2:20][N:5]2[CH:4]=[C:3]([Cl:2])[CH:8]=[N:7][C:6]2=[O:9])=[CH:15][CH:14]=1)([O-:12])=[O:11] |f:0.1|. Procedure details: The title compound was prepared from 5-chloropyrimidin-2-one hydrochloride (10 mmol) and 4-nitro-1-(chloromethylthio)benzene (10 mmol) in a manner similar to that described in Example 2. The reaction time was 31/2 h. Yield: 1.79 g (60%) of the N- and O-isomers in the ratio 5:2. The O-isomer was extracted from the mixture with chloroform, and the remaining N-isomer, the title compound, was recrystallized from MeOH/HOAc; m.p. 165° C. (Found C44.64; H3.03. Calc. for C11H8ClN3O3S: C44.37; H2.71) 1H ...